From a dataset of the Open Reaction Database (ORD), a public repository of structured organic reaction records. describe an organic reaction: reactants, conditions, products, and yield Starting materials: ClC1=C(C=C(C2=C1CC(C=CCCC=CCC(OC2=O)C)=O)OCOCC)OCOCC (1-Chloro-2,4-bis-ethoxymethoxy-7-methyl-7,8,11,12-tetrahydro-16H-6-oxa-benzocyclotetradecene-5,15-dione), CC1(OO1)C (DMDO). Solvent: CC#N (CH3CN). Reaction conditions: time 1.5 hour. The product is C[C@H]1C[C@@H]2[C@H](O2)CC/C=C/C(=O)CC3=C(C(=CC(=C3Cl)O)O)C(=O)O1 (pochonin A). Yield: 101.6%. RXN SMILES: [Cl:1][C:2]1[C:7]2[CH2:8][C:9](=[O:22])[CH:10]=[CH:11][CH2:12][CH2:13][CH:14]=[CH:15][CH2:16][CH:17]([CH3:21])[O:18][C:19](=[O:20])[C:6]=2[C:5]([O:23]COCC)=[CH:4][C:3]=1[O:28]COCC.CC1(C)O[O:35]1>CC#N>[CH3:21][C@@H:17]1[O:18][C:19](=[O:20])[C:6]2[C:5]([OH:23])=[CH:4][C:3]([OH:28])=[C:2]([Cl:1])[C:7]=2[CH2:8][C:9](=[O:22])[CH:10]=[CH:11][CH2:12][CH2:13][C@H:14]2[O:35][C@@H:15]2[CH2:16]1. Procedure: To a solution of compound 2-112 (50 mg, 0.11 mmol) in CH3CN (5 mL) at 0° C. was added freshly made DMDO (275 μL, 0.11 mmol, 0.04 M in acetone) and the mixture was stirred for 1.5 h. After evaporation of the solvents under reduced pressure, purification by flash chromatography (silica gel, 0-70% Et2O/hexane gradient) afforded compound 2-122 (41 mg, 79%) as a 1:1 mixture of two diastereoisomers. 1H NMR (400 MHz, CDCl3, 25° C.): δ=7.12 (s, 1H), 7.11 (s, 1H), 6.90-6.76 (m, 2H), 6.11 (d, J=15.6 Hz, 1...